From a dataset of the Open Reaction Database (ORD), a public repository of structured organic reaction records. describe an organic reaction: reactants, conditions, products, and yield Reactants: Nc1ccc(-c2cc3c(cc2Br)OCO3)cn1, CN(C)c1ccncc1, CO, CCN(C(C)C)C(C)C, ClCCl, O=C(Cl)c1c(F)cccc1F, [Li+], C1CCOC1, [OH-]. The product is O=C(Nc1ccc(-c2cc3c(cc2Br)OCO3)cn1)c1c(F)cccc1F. As a reaction SMILES: [Br:12][c:13]1[c:14](-[c:22]2[cH:23][cH:24][c:25]([NH2:28])[n:26][cH:27]2)[cH:15][c:16]2[c:17]([cH:21]1)[O:18][CH2:19][O:20]2.[CH3:38][N:39]([c:40]1[cH:41][cH:42][n:43][cH:44][cH:45]1)[CH3:46].[CH3:55][OH:56].[CH:29]([N:30]([CH2:31][CH3:32])[CH:33]([CH3:34])[CH3:35])([CH3:36])[CH3:37].[Cl:47][CH2:48][Cl:49].[F:1][c:2]1[c:3]([C:4](=[O:5])[Cl:6])[c:7]([F:11])[cH:8][cH:9][cH:10]1.[Li+:57].[O:50]1[CH2:51][CH2:52][CH2:53][CH2:54]1.[OH-:58]>>[F:1][c:2]1[c:3]([C:4](=[O:5])[NH:28][c:25]2[cH:24][cH:23][c:22](-[c:14]3[c:13]([Br:12])[cH:21][c:17]4[c:16]([cH:15]3)[O:20][CH2:19][O:18]4)[cH:27][n:26]2)[c:7]([F:11])[cH:8][cH:9][cH:10]1. The reactants are N (ammonia), CC(C)N1C(=O)C2=CC=CC=C2NS1(=O)=O (bentazone). The solvent is ClCCCl (1,2dichloroethane). Yields the product CC(C)N1C(=O)C2=CC=CC=C2NS1(=O)=O.[NH4+] (bentazone ammonium). As a reaction SMILES: [NH3:1].[CH3:2][CH:3]([N:5]1[S:15](=[O:17])(=[O:16])[NH:14][C:13]2[C:8](=[CH:9][CH:10]=[CH:11][CH:12]=2)[C:6]1=[O:7])[CH3:4]>ClCCCl>[CH3:4][CH:3]([N:5]1[S:15](=[O:17])(=[O:16])[NH:14][C:13]2[C:8](=[CH:9][CH:10]=[CH:11][CH:12]=2)[C:6]1=[O:7])[CH3:2].[NH4+:1] |f:3.4|. Procedure details: 1.7-3 g of ammonia were introduced as a gas with stirring at 20°-50° C. into a solution of 24 g of bentazone (IIa) in 2376 g of 1,2dichloroethane, a suspension being formed. The solid was separated off at 20° C. by filtration and freed from solvent residues under reduced pressure. 25.4 g of bentazone-ammonium (m.p. 180° C.) were obtained.